From a dataset of the Open Reaction Database (ORD), a public repository of structured organic reaction records. describe an organic reaction: reactants, conditions, products, and yield Starting materials: ClCCl, C[Si](C)(C)Cl, CCN(C(C)C)C(C)C, O=C(Cl)OCC(Cl)(Cl)Cl, NC(Cc1ccccc1)C(=O)O. Product: O=C(NC(Cc1ccccc1)C(=O)O)OCC(Cl)(Cl)Cl. Reaction SMILES: [CH2:36]([Cl:37])[Cl:38].[CH3:13][Si:14]([Cl:15])([CH3:16])[CH3:17].[CH:27]([N:28]([CH:29]([CH3:30])[CH3:31])[CH2:32][CH3:33])([CH3:34])[CH3:35].[Cl:18][C:19](=[O:20])[O:21][CH2:22][C:23]([Cl:24])([Cl:25])[Cl:26].[NH2:1][CH:2]([CH2:3][c:4]1[cH:5][cH:6][cH:7][cH:8][cH:9]1)[C:10]([OH:11])=[O:12]>>[NH:1]([CH:2]([CH2:3][c:4]1[cH:5][cH:6][cH:7][cH:8][cH:9]1)[C:10]([OH:11])=[O:12])[C:19](=[O:20])[O:21][CH2:22][C:23]([Cl:24])([Cl:25])[Cl:26]. Starting materials: C1(CCCCC1)CCC[C@H](CC(=O)OC(C)(C)C)C1=NC(=NO1)COS(=O)(=O)C1=CC=C(C=C1)C (tert-butyl(3R)-6-cyclohexyl-3-[3-({[(4-methylphenyl)sulfonyl]oxy}methyl)-1,2,4-oxadiazol-5-yl]hexanoate), CN (methylamine). Solvent: CCOC(=O)C (EtOAc), C1CCOC1 (THF), C1CCOC1 (THF). Reaction conditions: temperature 40 celsius, time 75 minute. Product: C1(CCCCC1)CCC[C@H](CC(=O)OC(C)(C)C)C1=NC(=NO1)CNC (tert-butyl(3R)-6-cyclohexyl-3-{3-[(methylamino)methyl]-1,2,4-oxadiazol-5-yl}hexanoate). The yield is 95.0%. As a reaction SMILES: [CH:1]1([CH2:7][CH2:8][CH2:9][C@@H:10]([C:19]2[O:23][N:22]=[C:21]([CH2:24]OS(C3C=CC(C)=CC=3)(=O)=O)[N:20]=2)[CH2:11][C:12]([O:14][C:15]([CH3:18])([CH3:17])[CH3:16])=[O:13])[CH2:6][CH2:5][CH2:4][CH2:3][CH2:2]1.[CH3:36][NH2:37]>C1COCC1.CCOC(C)=O>[CH:1]1([CH2:7][CH2:8][CH2:9][C@@H:10]([C:19]2[O:23][N:22]=[C:21]([CH2:24][NH:37][CH3:36])[N:20]=2)[CH2:11][C:12]([O:14][C:15]([CH3:18])([CH3:17])[CH3:16])=[O:13])[CH2:6][CH2:5][CH2:4][CH2:3][CH2:2]1. Reported procedure: A solution of tert-butyl(3R)-6-cyclohexyl-3-[3-({[(4-methylphenyl)sulfonyl]oxy}methyl)-1,2,4-oxadiazol-5-yl]hexanoate (preparation 177) (492 mg, 0.97 mmol) in THF (1 ml) was treated with a solution of 2M methylamine in THF (7 ml, 14.4 mmol) and stirred at 40° C. in a sealed vessel for 75 minutes. The reaction mixture was allowed to cool to room temprature and dissolved in EtOAc (100 ml) which was washed with sat. NaHCO3 (100 ml) solution followed by brine. The organic extract was dried over MgSO...